Dataset: the Open Reaction Database (ORD), a public repository of structured organic reaction records. Task: describe an organic reaction: reactants, conditions, products, and yield Starting materials: [OH-].[Na+] (caustic soda), CC1(C(C(C2=CC=CC=C12)(C)C)C)C (1,1,2,3,3-pentamethylindane), CC1(C(C(C2CCCCC12)(C)C)C)C (hexahydro-1,1,2,3,3-pentamethylindane), Cl (Hydrogen chloride). Product: CC1(C(C(C=2C(CCCC12)C=O)(C)C)C)C (1,1,2,3,3-Pentamethyl-4-Formyl-4,5,6,7-Tetrahydroindane). RXN SMILES: [CH3:1][C:2]1([CH3:14])[C:10]2[C:5](=[CH:6][CH:7]=[CH:8][CH:9]=2)[C:4]([CH3:12])([CH3:11])[CH:3]1[CH3:13].[CH3:15]C1(C)C2C(CCCC2)C(C)(C)C1C.Cl.[OH-:30].[Na+]>>[CH3:11][C:4]1([CH3:12])[C:5]2[CH2:6][CH2:7][CH2:8][CH:9]([CH:15]=[O:30])[C:10]=2[C:2]([CH3:14])([CH3:1])[CH:3]1[CH3:13] |f:3.4|. Reported procedure: prepared according to the disclosure of U.S. Pat. No. 4,902,840 issued on Feb. 20, 1990, the specification for which is incorporated herein by reference; 20% 1,1,2,3,3-pentamethylindane and 35% hexahydro-1,1,2,3,3-pentamethylindane is heated to 150° C. Hydrogen chloride gas evolves and is passed through a caustic soda scrubber. This solution is then washed with a 5% aqueous sodium hydroxide solution, dried over anhydrous magnesium sulfate and used without further purification in the next step, t... As a reaction SMILES: [CH:1]1([N:4]2[C:13]3[C:8](=[C:9]([NH:17][CH2:18][CH2:19][OH:20])[C:10]([F:16])=[C:11](F)[C:12]=3[F:14])[C:7](=[O:21])[C:6]([C:22]([OH:24])=[O:23])=[CH:5]2)[CH2:3][CH2:2]1.[CH3:25][O:26][C:27]1[CH:35]=[CH:34][CH:33]=[C:32]2[C:28]=1[CH2:29][NH:30][CH2:31]2.C1CCN2C(=NCCC2)CC1>CN(C=O)C>[CH3:25][O:26][C:27]1[CH:35]=[CH:34][CH:33]=[C:32]2[C:28]=1[CH2:29][N:30]([C:11]1[C:12]([F:14])=[C:13]3[C:8]([C:7](=[O:21])[C:6]([C:22]([OH:24])=[O:23])=[CH:5][N:4]3[CH:1]3[CH2:3][CH2:2]3)=[C:9]([NH:17][CH2:18][CH2:19][OH:20])[C:10]=1[F:16])[CH2:31]2. Reported procedure: 205 mg of 1-cyclopropyl-5-(2-hydroxyethylamino)-6,7,8- trifluoro-1,4-dihydro-4-oxoquinoline-3-carboxylic acid, 150 mg of 4-methoxyisoindoline, 182 mg of DBU, and 1.5 ml of anhydrous DMF were processed in the same manner as in Example 20 to produce 131 mg of the target compound. Yields the product COC1=C2CN(CC2=CC=C1)C1=C(C(=C2C(C(=CN(C2=C1F)C1CC1)C(=O)O)=O)NCCO)F (7-(4-methoxy-2-isoindolinyl)-1-cyclopropyl-5-(2- hydroxyethylamino)-6,8-difluoro-1,4-dihydro-4-oxoquinoline-3-carboxylic acid). The solvent is CN(C)C=O (DMF). Starting materials: C1(CC1)N1C=C(C(C2=C(C(=C(C(=C12)F)F)F)NCCO)=O)C(=O)O (1-cyclopropyl-5-(2-hydroxyethylamino)-6,7,8- trifluoro-1,4-dihydro-4-oxoquinoline-3-carboxylic acid), COC1=C2CNCC2=CC=C1 (4-methoxyisoindoline), C1CCC2=NCCCN2CC1 (DBU). The yield is 46.4%. Reactants: ClCCl, CCOC(=O)c1ccc(SC)cc1OCC, O=C(OO)c1cccc(Cl)c1. The product is CCOC(=O)c1ccc(S(C)=O)cc1OCC. Reaction SMILES: [CH2:28]([Cl:29])[Cl:30].[CH3:1][S:2][c:3]1[cH:4][c:5]([O:14][CH2:15][CH3:16])[c:6]([C:7](=[O:8])[O:9][CH2:10][CH3:11])[cH:12][cH:13]1.[OH:17][O:18][C:19]([c:20]1[cH:21][c:22]([Cl:23])[cH:24][cH:25][cH:26]1)=[O:27]>>[CH3:1][S:2]([c:3]1[cH:4][c:5]([O:14][CH2:15][CH3:16])[c:6]([C:7](=[O:8])[O:9][CH2:10][CH3:11])[cH:12][cH:13]1)=[O:17].